This data is from the Open Reaction Database (ORD), a public repository of structured organic reaction records. The task is: describe an organic reaction: reactants, conditions, products, and yield Reactants: [N+](=O)(O)[O-] (nitric acid), CC1(OC2=C(C(C1C)=O)C=CC=C2)C (2,2,3-trimethyl-3,4-dihydro-2H-1-benzopyran-4-one), ice water. Run in S(O)(O)(=O)=O (sulfuric acid), S(O)(O)(=O)=O (sulfuric acid). Run at temperature 5 celsius, time 3 hour. The product is [N+](=O)([O-])C=1C=CC2=C(C(C(C(O2)(C)C)C)=O)C1 (6-nitro-2,2,3-trimethyl-3,4-dihydro-2H-1-benzopyran-4-one). Reaction SMILES: [CH3:1][C:2]1([CH3:14])[CH:7]([CH3:8])[C:6](=[O:9])[C:5]2[CH:10]=[CH:11][CH:12]=[CH:13][C:4]=2[O:3]1.[N+:15]([O-])([OH:17])=[O:16]>S(=O)(=O)(O)O>[N+:15]([C:11]1[CH:12]=[CH:13][C:4]2[O:3][C:2]([CH3:1])([CH3:14])[CH:7]([CH3:8])[C:6](=[O:9])[C:5]=2[CH:10]=1)([O-:17])=[O:16]. Procedure: To a solution of 2,2,3-trimethyl-3,4-dihydro-2H-1-benzopyran-4-one (81 g, 0.426 mol) in concentrated sulfuric acid (695 ml) at 0° C. was added a solution containing concentrated sulfuric acid (30 ml) and nitric acid (65%, 175 ml) while maintaining the temperature below 5° C. After stirring for three hours at 5° C., the mixture was added to ice/water and the crude product recovered by filtration. This product was dried and washed with diisopropyl ether to give 44 g of 6-nitro-2,2,3-trimethyl-3,4-... The reactants are CSSC, ClCCCl, CC(C)(C)ON=O, Nc1nc2c(Cl)cc(Cl)cc2s1. The product is CSc1nc2c(Cl)cc(Cl)cc2s1. Reaction SMILES: [CH3:1][S:2][S:3][CH3:4].[Cl:24][CH2:25][CH2:26][Cl:27].[N:5]([O:6][C:7]([CH3:8])([CH3:9])[CH3:10])=[O:11].[NH2:12][c:13]1[s:14][c:15]2[c:16]([n:17]1)[c:18]([Cl:23])[cH:19][c:20]([Cl:22])[cH:21]2>>[S:3]([CH3:4])[c:13]1[s:14][c:15]2[c:16]([n:17]1)[c:18]([Cl:23])[cH:19][c:20]([Cl:22])[cH:21]2. The reactants are FC(S(=O)(=O)O[C@H](C(F)(F)F)C=1C=NC(=CC1)Cl)(F)F ((S)-1-(6-chloropyridin-3-yl)-2,2,2-trifluoroethyl trifluoromethanesulfonate), FCC1(CNCC1)NC(OC(C)(C)C)=O (tert-butyl 3-(fluoromethyl)pyrrolidin-3-ylcarbamate). Yields the product ClC1=CC=C(C=N1)[C@H](C(F)(F)F)N1CC(CC1)(CF)NC(OC(C)(C)C)=O (tert-butyl 1-((R)-1-(6-chloropyridin-3-yl)-2,2,2-trifluoroethyl)-3-(fluoromethyl)pyrrolidin-3-ylcarbamate). RXN SMILES: FC(F)(F)S(O[C@@H:7]([C:12]1[CH:13]=[N:14][C:15]([Cl:18])=[CH:16][CH:17]=1)[C:8]([F:11])([F:10])[F:9])(=O)=O.[F:21][CH2:22][C:23]1([NH:28][C:29](=[O:35])[O:30][C:31]([CH3:34])([CH3:33])[CH3:32])[CH2:27][CH2:26][NH:25][CH2:24]1>>[Cl:18][C:15]1[N:14]=[CH:13][C:12]([C@@H:7]([N:25]2[CH2:26][CH2:27][C:23]([NH:28][C:29](=[O:35])[O:30][C:31]([CH3:33])([CH3:32])[CH3:34])([CH2:22][F:21])[CH2:24]2)[C:8]([F:9])([F:10])[F:11])=[CH:17][CH:16]=1. Procedure: Prepared as described in Example 9B using (S)-1-(6-chloropyridin-3-yl)-2,2,2-trifluoroethyl trifluoromethanesulfonate (1.10 g, 3.20 mmol) and tert-butyl 3-(fluoromethyl)pyrrolidin-3-ylcarbamate (0.70 g, 3.21 mmol) in place of (S)-tert-butyl pyrrolidin-3-ylcarbamate in Step D (1.03 g, 78%). Reactants: CC(C)O, Cl, CC(=O)c1ccc(F)cc1, Cc1cccc2cccc(C(=O)C3CCNCC3)c12. Yields the product Cc1cccc2cccc(C(=O)C3CCN(C(C)C(=O)c4ccc(F)cc4)CC3)c12. RXN SMILES: [CH:31]([OH:32])([CH3:33])[CH3:34].[ClH:30].[F:20][c:21]1[cH:22][cH:23][c:24]([C:27]([CH3:28])=[O:29])[cH:25][cH:26]1.[NH:1]1[CH2:2][CH2:3][CH:4]([C:7](=[O:8])[c:9]2[cH:10][cH:11][cH:12][c:13]3[cH:14][cH:15][cH:16][c:17]([CH3:19])[c:18]23)[CH2:5][CH2:6]1>>[N:1]1([CH:28]([C:27]([c:24]2[cH:23][cH:22][c:21]([F:20])[cH:26][cH:25]2)=[O:29])[CH3:31])[CH2:2][CH2:3][CH:4]([C:7](=[O:8])[c:9]2[cH:10][cH:11][cH:12][c:13]3[cH:14][cH:15][cH:16][c:17]([CH3:19])[c:18]23)[CH2:5][CH2:6]1. The solvent is CN1CCCC1=O (NMP). Starting materials: ClC1=CC(=NC=2N1N=C(C2)C)NC(C2=CC=C(C=C2)C(C)(C)O)=O (N-(7-chloro-2-methylpyrazolo[1,5-a]pyrimidin-5-yl)-4-(2-hydroxypropan-2-yl)benzamide), N1C[C@H](CC1)NC(C)=O ((S)-N-(pyrrolidin-3-yl)acetamide). Isolated yield 108.5%. Reported procedure: In a 2 mL microwave vial were placed N-(7-chloropyrazolo[1,5-a]pyrimidin-5-yl)-4-(2-hydroxypropan-2-yl)benzamide (2D, 80 mg, 0.24 mmol) and (S)-N-(pyrrolidin-3-yl)acetamide (62 mg, 0.48 mmol). To the sealed vial were then added NMP (2 ml), and the mixture was then heated in the microwave at 100° C. for 15 minutes. After cooling to room temperature, the reaction mixture was filtered by syringe filter and was then directly purified by preparatory HPLC (20-40% MeCN/H2O gradient+0.01% TFA). Lyophili... The product is C(C)(=O)N[C@@H]1CN(CC1)C1=CC(=NC=2N1N=CC2)NC(C2=CC=C(C=C2)C(C)(C)O)=O ((S)-N-(7-(3-acetamidopyrrolidin-1-yl)pyrazolo[1,5-a]pyrimidin-5-yl)-4-(2-hydroxypropan-2-yl)benzamide). Reaction SMILES: Cl[C:2]1[N:7]2[N:8]=[C:9](C)[CH:10]=[C:6]2[N:5]=[C:4]([NH:12][C:13](=[O:24])[C:14]2[CH:19]=[CH:18][C:17]([C:20]([OH:23])([CH3:22])[CH3:21])=[CH:16][CH:15]=2)[CH:3]=1.[NH:25]1[CH2:29][CH2:28][C@H:27]([NH:30][C:31](=[O:33])[CH3:32])[CH2:26]1>CN1C(=O)CCC1>[C:31]([NH:30][C@H:27]1[CH2:28][CH2:29][N:25]([C:2]2[N:7]3[N:8]=[CH:9][CH:10]=[C:6]3[N:5]=[C:4]([NH:12][C:13](=[O:24])[C:14]3[CH:19]=[CH:18][C:17]([C:20]([OH:23])([CH3:21])[CH3:22])=[CH:16][CH:15]=3)[CH:3]=2)[CH2:26]1)(=[O:33])[CH3:32]. The product is N1=C(C=CC=C1)CNC(OCC1=CC=C(C=C1)OCCCCCCCCCCCCCC)=O ([4-(Tetradecyloxy)phenyl]methyl (2-pyridinylmethyl)carbamate). The reactants are C(OC1=CC=CC=C1)(OCC1=CC=C(C=C1)OCCCCCCCCCCCCCC)=O (Phenyl [4-(tetradecyloxy)phenyl]methyl carbonate), NCC1=NC=CC=C1 (2-(aminomethyl)pyridine). Conditions: temperature 100 celsius. Procedure: A mixture of 0.50 g of product from Example 94 and 0.184 g of 2-(aminomethyl)pyridine is heated in a sealed tube at 100° C. for 80 minutes. The crystalline reaction product is dissolved in methylene chloride, washed with 5% potassium hydroxide and saturated sodium chloride, dried and concentrated in vacuo. The residue is purified by column chromatography (silica gel: 50% ethyl acetate/hexane) to give 0.481 g of the desired product as colorless plates. Yield: 93.2%. Solvent: C(Cl)Cl (methylene chloride). Reaction SMILES: [C:1](=[O:32])([O:9][CH2:10][C:11]1[CH:16]=[CH:15][C:14]([O:17][CH2:18][CH2:19][CH2:20][CH2:21][CH2:22][CH2:23][CH2:24][CH2:25][CH2:26][CH2:27][CH2:28][CH2:29][CH2:30][CH3:31])=[CH:13][CH:12]=1)OC1C=CC=CC=1.[NH2:33][CH2:34][C:35]1[CH:40]=[CH:39][CH:38]=[CH:37][N:36]=1>C(Cl)Cl>[N:36]1[CH:37]=[CH:38][CH:39]=[CH:40][C:35]=1[CH2:34][NH:33][C:1](=[O:32])[O:9][CH2:10][C:11]1[CH:12]=[CH:13][C:14]([O:17][CH2:18][CH2:19][CH2:20][CH2:21][CH2:22][CH2:23][CH2:24][CH2:25][CH2:26][CH2:27][CH2:28][CH2:29][CH2:30][CH3:31])=[CH:15][CH:16]=1. The reactants are FC1=C(C=C(C=C1)F)S(=O)(=O)N(COC)C1=C(C(=CC=C1)C=1N(N=CC1)C1OCCCC1)F (2,5-difluoro-N-{2-fluoro-3-[2-(tetrahydro-pyran-2-yl)-2H-pyrazol-3-yl]-phenyl}-N-methoxymethyl-benzene-sulfonamide), C1(=CC=C(C=C1)S(=O)(=O)O)C (p-toluenesulfonic acid). Solvent: CO (MeOH). Run at time 1 hour. Yields the product FC1=C(C=C(C=C1)F)S(=O)(=O)N(COC)C1=C(C(=CC=C1)C=1NN=CC1)F (2,5-difluoro-N-[2-fluoro-3-(2H-pyrazol-3-yl)-phenyl]-N-methoxymethyl-benzene-sulfonamide). Isolated yield 54.9%. Reaction SMILES: [F:1][C:2]1[CH:7]=[CH:6][C:5]([F:8])=[CH:4][C:3]=1[S:9]([N:12]([C:16]1[CH:21]=[CH:20][CH:19]=[C:18]([C:22]2[N:23](C3CCCCO3)[N:24]=[CH:25][CH:26]=2)[C:17]=1[F:33])[CH2:13][O:14][CH3:15])(=[O:11])=[O:10].C1(C)C=CC(S(O)(=O)=O)=CC=1>CO>[F:1][C:2]1[CH:7]=[CH:6][C:5]([F:8])=[CH:4][C:3]=1[S:9]([N:12]([C:16]1[CH:21]=[CH:20][CH:19]=[C:18]([C:22]2[NH:23][N:24]=[CH:25][CH:26]=2)[C:17]=1[F:33])[CH2:13][O:14][CH3:15])(=[O:11])=[O:10]. Procedure: To a solution of crude 2,5-difluoro-N-{2-fluoro-3-[2-(tetrahydro-pyran-2-yl)-2H-pyrazol-3-yl]-phenyl}-N-methoxymethyl-benzene-sulfonamide (1.39 g) in MeOH (20 mL), p-toluenesulfonic acid (100 mg) was added and the solution was stirred at r.t. for 1 h. The reaction mixture was then concentrated under reduced pressure, taken up with AcOEt (100 mL) and washed with sat, aq. NaHCO3 (2×50 mL) and brine (50 mL). the organic phase was dried over Na2SO4 and evaporated to dryness. The crude product was pu... The reactants are CSC=1C=C(C=CC1)B(O)O ([3-(methylthio)phenyl]boronic acid), BrC=1C=NC=C(C1)Br (3,5-dibromopyridine). Run in CCOC(=O)C (EtOAc). The product is BrC=1C=NC=C(C1)C1=CC(=CC=C1)SC (3-bromo-5-[3-(methylthio)phenyl]pyridine). Reaction SMILES: [CH3:1][S:2][C:3]1[CH:4]=[C:5](B(O)O)[CH:6]=[CH:7][CH:8]=1.[Br:12][C:13]1[CH:14]=[N:15][CH:16]=[C:17](Br)[CH:18]=1>CCOC(C)=O>[Br:12][C:13]1[CH:14]=[N:15][CH:16]=[C:17]([C:5]2[CH:6]=[CH:7][CH:8]=[C:3]([S:2][CH3:1])[CH:4]=2)[CH:18]=1. Procedure: Prepared according to the procedure Coupling-2 using [3-(methylthio)phenyl]boronic acid and 3,5-dibromopyridine as starting material. Flash chromatography (Hex:EtOAc; 95:5-85:15) afforded the title compound.